Dataset: the Open Reaction Database (ORD), a public repository of structured organic reaction records. Task: describe an organic reaction: reactants, conditions, products, and yield Starting materials: C(C(C)(C)C)(=O)N (pivalic acid amide), F[B-](F)(F)F.C(C)[O+](CC)CC (triethyloxonium tetrafluoroborate), N (Ammonia), Cl.COC([C@@H](N)CO)=O (L-serine methyl ester hydrochloride), ClC(C)Cl (dichloroethane). Run in ClCCl (dichloromethane). Product: C(C)(C)(C)C=1OCC(N1)CC(=O)O (2-tert-butyl-4-carboxymethyl-oxazoline). Reaction SMILES: [C:1]([NH2:7])(=[O:6])[C:2]([CH3:5])([CH3:4])[CH3:3].F[B-](F)(F)F.[CH2:13]([O+](CC)CC)C.N.Cl.C[O:23][C:24](=[O:29])[C@H:25]([CH2:27]O)N.ClC(Cl)C>ClCCl>[C:2]([C:1]1[O:6][CH2:13][CH:27]([CH2:25][C:24]([OH:23])=[O:29])[N:7]=1)([CH3:5])([CH3:4])[CH3:3] |f:1.2,4.5|. Reported procedure: 3 g (29.6 mmol) of pivalic acid amide are stirred with 5.6 g (29.6 mmol) of triethyloxonium tetrafluoroborate in 50 ml of dichloromethane for 48 h. Ammonia is passed through the solution over a period of 3 h, the resulting residue is filtered off and the filtrate is concentrated in a rotary evaporator. 4.67 g (30 mmol) of L-serine methyl ester hydrochloride are added with 50 ml of dichloroethane, and the mixture is then heated at reflux for 8 h. Extraction with NaHCO3 solution and NH4Cl solution... Starting materials: CCOCC (ether), FC(C=1C=C(C=CC1)S)(F)F (3-trifluoromethylthiophenol), ClCC#N (chloroacetonitrile), [Na] (sodium). The solvent is C(C)O (ethanol). Run at time 8 hour. The product is FC(C=1C=C(C=CC1)SCC#N)(F)F (3-Trifluoromethylphenylthioacetonitrile). As a reaction SMILES: [Na].[F:2][C:3]([F:12])([F:11])[C:4]1[CH:5]=[C:6]([SH:10])[CH:7]=[CH:8][CH:9]=1.Cl[CH2:14][C:15]#[N:16].CCOCC>C(O)C>[F:12][C:3]([F:2])([F:11])[C:4]1[CH:5]=[C:6]([S:10][CH2:14][C:15]#[N:16])[CH:7]=[CH:8][CH:9]=1 |^1:0|. Procedure: To sodium (0.62 g, 27.0 mmol) dissolved in 40 mL of ethanol was added 4.79 g (26.9 mmol) of 3-trifluoromethylthiophenol and 2.04 g (27.0 mmol) of chloroacetonitrile. The reaction mixture was heated at reflux for 1 hour and then stirred overnight at room temperature. To the cooled reaction mixture was added one volume of ether and the precipitated solids were removed by filtration. The filtrate was evaporated on the rotary evaporator to give the product as an oil in essentially quantitative yield... Yield: 265.7%. Run in C(Cl)Cl (CH2Cl2), CCOCC (ether). As a reaction SMILES: [NH2:1][CH2:2][CH2:3][C:4]([C:9]1[CH:14]=[CH:13][C:12]([F:15])=[CH:11][CH:10]=1)([OH:8])[CH2:5][CH:6]=[CH2:7].CCN(C(C)C)C(C)C.Cl[C:26](Cl)([O:28]C(=O)OC(Cl)(Cl)Cl)Cl>C(Cl)Cl.CCOCC>[CH2:5]([C:4]1([C:9]2[CH:10]=[CH:11][C:12]([F:15])=[CH:13][CH:14]=2)[O:8][C:26](=[O:28])[NH:1][CH2:2][CH2:3]1)[CH:6]=[CH2:7]. Procedure details: A stirred solution of 1-amino-3-(4-fluorophenyl)hex-5-en-3-ol (53 mg, 0.25 mmol) and i-Pr2NEt (0.091 mL, 0.50 mmol) in CH2Cl2 (10 mL) was cooled in an ice bath and solid triphosgene (25 mg, 0.08 mmol) was added. The ice bath was allowed to melt and the mixture was stirred at rt for 6 h. The mixture was diluted with ether (80 mL), washed with 5% aq HCl (20 mL) and satd aq NaHCO3 (20 mL), and dried over MgSO4. Removal of the solvent afforded 6-allyl-6-(4-fluorophenyl)-1,3-oxazinan-2-one (50 mg, 84... Reaction conditions: time 6 hour. The reactants are ClC(Cl)(OC(OC(Cl)(Cl)Cl)=O)Cl (triphosgene), ice, NCCC(CC=C)(O)C1=CC=C(C=C1)F (1-amino-3-(4-fluorophenyl)hex-5-en-3-ol), CCN(C(C)C)C(C)C (i-Pr2NEt). Yields the product C(C=C)C1(CCNC(O1)=O)C1=CC=C(C=C1)F (6-allyl-6-(4-fluorophenyl)-1,3-oxazinan-2-one). Product: C(C)OC(CC=1C=C(C(=CC1)OC)C1=C(C=C(C=C1)C=1C=NC(=CC1)OCC)CN(CC)C(=O)OC(C)(C)C)=O ([2′-[(tert-Butoxycarbonyl-ethyl-amino)-methyl]-4′-(6-ethoxy-pyridin-3-yl)-6-methoxy-biphenyl-3-yl]-acetic acid ethyl ester). Reported procedure: Prepared according to the procedure described in Example 1, Step 4, using the following starting materials: [2′-[(tert-butoxycarbonyl-ethyl-amino)-methyl]-6-methoxy-4′-(4,4,5,5-tetramethyl-[1,3,2]dioxaborolan-2-yl)-biphenyl-3-yl]-acetic acid ethyl ester and 5-bromo-2-ethoxypyridine. Starting materials: C(C)OC(CC=1C=C(C(=CC1)OC)C1=C(C=C(C=C1)B1OC(C(O1)(C)C)(C)C)CN(CC)C(=O)OC(C)(C)C)=O ([2′-[(tert-butoxycarbonyl-ethyl-amino)-methyl]-6-methoxy-4′-(4,4,5,5-tetramethyl-[1,3,2]dioxaborolan-2-yl)-biphenyl-3-yl]-acetic acid ethyl ester), BrC=1C=CC(=NC1)OCC (5-bromo-2-ethoxypyridine). Reaction SMILES: [CH2:1]([O:3][C:4](=[O:40])[CH2:5][C:6]1[CH:7]=[C:8]([C:14]2[CH:19]=[CH:18][C:17](B3OC(C)(C)C(C)(C)O3)=[CH:16][C:15]=2[CH2:29][N:30]([C:33]([O:35][C:36]([CH3:39])([CH3:38])[CH3:37])=[O:34])[CH2:31][CH3:32])[C:9]([O:12][CH3:13])=[CH:10][CH:11]=1)[CH3:2].Br[C:42]1[CH:43]=[CH:44][C:45]([O:48][CH2:49][CH3:50])=[N:46][CH:47]=1>>[CH2:1]([O:3][C:4](=[O:40])[CH2:5][C:6]1[CH:7]=[C:8]([C:14]2[CH:19]=[CH:18][C:17]([C:42]3[CH:47]=[N:46][C:45]([O:48][CH2:49][CH3:50])=[CH:44][CH:43]=3)=[CH:16][C:15]=2[CH2:29][N:30]([C:33]([O:35][C:36]([CH3:39])([CH3:38])[CH3:37])=[O:34])[CH2:31][CH3:32])[C:9]([O:12][CH3:13])=[CH:10][CH:11]=1)[CH3:2].